From a dataset of the Open Reaction Database (ORD), a public repository of structured organic reaction records. describe an organic reaction: reactants, conditions, products, and yield Reactants: C=O, CCCCc1nnc(Cl)cc1-c1ccc(OC2CCCCC2)cc1, CO, CN(C)C=O. The product is CCCCc1nnc(C(=O)OC)cc1-c1ccc(OC2CCCCC2)cc1. As a reaction SMILES: [C:27]=[O:28].[CH2:1]([CH2:2][CH2:3][CH3:4])[c:5]1[n:6][n:7][c:8]([Cl:24])[cH:9][c:10]1-[c:11]1[cH:12][cH:13][c:14]([O:17][CH:18]2[CH2:19][CH2:20][CH2:21][CH2:22][CH2:23]2)[cH:15][cH:16]1.[CH3:25][OH:26].[O:29]=[CH:30][N:31]([CH3:32])[CH3:33]>>[CH2:1]([CH2:2][CH2:3][CH3:4])[c:5]1[n:6][n:7][c:8]([C:30]([O:26][CH3:25])=[O:29])[cH:9][c:10]1-[c:11]1[cH:12][cH:13][c:14]([O:17][CH:18]2[CH2:19][CH2:20][CH2:21][CH2:22][CH2:23]2)[cH:15][cH:16]1. Starting materials: COC=1C(=CC2=C(C(NCC(N2)=O)=O)C1)OC (7,8-dimethoxy-3,4-dihydro-1H-1,4-benzodiazepine-2,5-dione), atmosphere, [H-].[Na+] (NaH), C(CC)I (n-PrI), water ice. Run in CN(C)C=O (DMF). Reaction conditions: time 10 minute. The product is COC=1C(=CC2=C(C(NCC(N2CCC)=O)=O)C1)OC (7,8-dimethoxy-1-n-propyl-3,4-dihydro-1H-1,4-benzodiazepine-2,5-dione). The yield is 37.6%. As a reaction SMILES: [CH3:1][O:2][C:3]1[C:4]([O:16][CH3:17])=[CH:5][C:6]2[NH:12][C:11](=[O:13])[CH2:10][NH:9][C:8](=[O:14])[C:7]=2[CH:15]=1.[H-].[Na+].[CH2:20](I)[CH2:21][CH3:22]>CN(C=O)C>[CH3:1][O:2][C:3]1[C:4]([O:16][CH3:17])=[CH:5][C:6]2[N:12]([CH2:20][CH2:21][CH3:22])[C:11](=[O:13])[CH2:10][NH:9][C:8](=[O:14])[C:7]=2[CH:15]=1 |f:1.2|. Procedure details: To a solution of 723 mg (3.06 mmol) of 7,8-dimethoxy-3,4-dihydro-1H-1,4-benzodiazepine-2,5-dione (XVIIab), in 6 ml of anhydrous DMF, add under an inert atmosphere 134 mg (3.37 mmol) of 60% NaH in oil. After 10 minutes at room temperature, add dropwise 328 μl (3.37 mmol) of n-PrI. Allow to stand at room temperature for 3 hours. Add 40 ml of a water-ice mixture. Filter the precipitate and wash twice with 1 ml of EtOH and 3 ml of Et2O. One obtains 320 mg of the abovenamed product in the form of a w... Starting materials: ClC1=C(C=CC(=C1)NC1=C(C=C(C=C1)F)F)C(=O)C1=C(C=CC(=C1)[N+](=O)[O-])C ([2-Chloro-4-(2,4-difluoro-phenylamino)-phenyl]-(2-methyl-5-nitro-phenyl)-methanone), [NH4+].[Cl-] (NH4Cl). Reported procedure: Compound 493 (6.0 g, 14.9 mmol) was dissolved in MeOH (350 mL). Zinc-dust (12.69 g, 194 mmol) and NH4Cl (5.59 g, 104 mmol) were added. The reaction mixture was heated at reflux temperature for 1 h. The mixture was filtered and washed with MeOH. The filtrate was concentrated and the solid was dissolved in EtOAc (150 mL) and saturated aqueous Na2CO3 (100 mL). The water phase was extracted with EtOAc and the combined organic phases were dried (MgSO4), filtered and concentrated in vacuo. The crude p... Run in CO (MeOH). Reaction SMILES: [Cl:1][C:2]1[CH:7]=[C:6]([NH:8][C:9]2[CH:14]=[CH:13][C:12]([F:15])=[CH:11][C:10]=2[F:16])[CH:5]=[CH:4][C:3]=1[C:17]([C:19]1[CH:24]=[C:23]([N+:25]([O-])=O)[CH:22]=[CH:21][C:20]=1[CH3:28])=[O:18].[NH4+].[Cl-]>CO.[Zn]>[NH2:25][C:23]1[CH:22]=[CH:21][C:20]([CH3:28])=[C:19]([C:17]([C:3]2[CH:4]=[CH:5][C:6]([NH:8][C:9]3[CH:14]=[CH:13][C:12]([F:15])=[CH:11][C:10]=3[F:16])=[CH:7][C:2]=2[Cl:1])=[O:18])[CH:24]=1 |f:1.2|. The product is NC=1C=CC(=C(C1)C(=O)C1=C(C=C(C=C1)NC1=C(C=C(C=C1)F)F)Cl)C ((5-Amino-2-methyl-phenyl)-[2-chloro-4-(2,4-difluoro-phenylamino)-phenyl]-methanone). The reagents and catalysts are [Zn] (Zinc). Reactants: ClC=1C=C(C=CC1S(=O)(=O)C)\C(\C(=O)O)=N/OC1CCCC1 ((E)-(3-Chloro-4-methanesulfonyl-phenyl)-cyclopentyloxyimino-acetic acid), O-(7-Azabenzotriazole-1-yl)-N,N,N′N′-tetramethyluronium hexafluorophosphate, C(CC)N1N=C(C=C1)N (1-propyl-1H-pyrazol-3-ylamine), C(C)(C)N(C(C)C)CC (N,N-diisopropylethylamine). Run in C(Cl)Cl (methylene chloride). Conditions: time 2 hour. Yields the product ClC=1C=C(C=CC1S(=O)(=O)C)\C(\C(=O)NC1=NN(C=C1)CCC)=N/OC1CCCC1 ((E)-2-(3-chloro-4-methanesulfonyl-phenyl)-2-cyclopentyloxyimino-N-(1-propyl-1H-pyrazol-3-yl)-acetamide). Yield: 67.0%. RXN SMILES: [Cl:1][C:2]1[CH:3]=[C:4](/[C:12](=[N:16]\[O:17][CH:18]2[CH2:22][CH2:21][CH2:20][CH2:19]2)/[C:13]([OH:15])=O)[CH:5]=[CH:6][C:7]=1[S:8]([CH3:11])(=[O:10])=[O:9].[CH2:23]([N:26]1[CH:30]=[CH:29][C:28]([NH2:31])=[N:27]1)[CH2:24][CH3:25].C(N(CC)C(C)C)(C)C>C(Cl)Cl>[Cl:1][C:2]1[CH:3]=[C:4](/[C:12](=[N:16]\[O:17][CH:18]2[CH2:22][CH2:21][CH2:20][CH2:19]2)/[C:13]([NH:31][C:28]2[CH:29]=[CH:30][N:26]([CH2:23][CH2:24][CH3:25])[N:27]=2)=[O:15])[CH:5]=[CH:6][C:7]=1[S:8]([CH3:11])(=[O:9])=[O:10]. Reported procedure: (E)-(3-Chloro-4-methanesulfonyl-phenyl)-cyclopentyloxyimino-acetic acid (prepared as in Example 1, 100 mg, 0.29 mmol), 1-propyl-1H-pyrazol-3-ylamine (40 μL, 0.29 mmol) and N,N-diisopropylethylamine (151 μL, 0.87 mmol) were combined in methylene chloride (1.5 mL) and cooled in an ice bath. O-(7-Azabenzotriazole-1-yl)-N,N,N′N′-tetramethyluronium hexafluorophosphate (110 mg, 0.29 mmol) was added and the ice bath was removed. After stirring 2 h, the reaction mixture was evaporated in vacuo. The resi... Starting materials: NC1=NC=CC(=C1)NC(C1=C(C=CC=C1Cl)Cl)=O (N-(2-aminopyridin-4-yl)-2,6-dichlorobenzamide), ClC1=NC(=CC(=N1)C)C (2-chloro-4,6-dimethylpyrimidine), CC1(C2=C(C(=CC=C2)P(C3=CC=CC=C3)C4=CC=CC=C4)OC5=C(C=CC=C51)P(C6=CC=CC=C6)C7=CC=CC=C7)C (XantPhos), C(=O)([O-])[O-].[Cs+].[Cs+] (Cs2CO3). The reagents and catalysts are C=1C=CC(=CC1)/C=C/C(=O)/C=C/C2=CC=CC=C2.C=1C=CC(=CC1)/C=C/C(=O)/C=C/C2=CC=CC=C2.C=1C=CC(=CC1)/C=C/C(=O)/C=C/C2=CC=CC=C2.[Pd].[Pd] (Pd2(dba)3). The solvent is O1CCOCC1 (dioxane). Product: ClC1=C(C(=O)NC2=CC(=NC=C2)NC2=NC(=CC(=N2)C)C)C(=CC=C1)Cl (2,6-dichloro-N-(2-(4,6-dimethylpyrimidin-2-ylamino)pyridin-4-yl)benzamide). Yield: 6.4%. RXN SMILES: [NH2:1][C:2]1[CH:7]=[C:6]([NH:8][C:9](=[O:18])[C:10]2[C:15]([Cl:16])=[CH:14][CH:13]=[CH:12][C:11]=2[Cl:17])[CH:5]=[CH:4][N:3]=1.Cl[C:20]1[N:25]=[C:24]([CH3:26])[CH:23]=[C:22]([CH3:27])[N:21]=1.CC1(C)C2C(=C(P(C3C=CC=CC=3)C3C=CC=CC=3)C=CC=2)OC2C(P(C3C=CC=CC=3)C3C=CC=CC=3)=CC=CC1=2.C([O-])([O-])=O.[Cs+].[Cs+]>C1C=CC(/C=C/C(/C=C/C2C=CC=CC=2)=O)=CC=1.C1C=CC(/C=C/C(/C=C/C2C=CC=CC=2)=O)=CC=1.C1C=CC(/C=C/C(/C=C/C2C=CC=CC=2)=O)=CC=1.[Pd].[Pd].O1CCOCC1>[Cl:16][C:15]1[CH:14]=[CH:13][CH:12]=[C:11]([Cl:17])[C:10]=1[C:9]([NH:8][C:6]1[CH:5]=[CH:4][N:3]=[C:2]([NH:1][C:20]2[N:25]=[C:24]([CH3:26])[CH:23]=[C:22]([CH3:27])[N:21]=2)[CH:7]=1)=[O:18] |f:3.4.5,6.7.8.9.10|. Reported procedure: To a microwave tube was added N-(2-aminopyridin-4-yl)-2,6-dichlorobenzamide (0.25 g, 0.89 mmol), 2-chloro-4,6-dimethylpyrimidine (0.19 g, 1.34 mmol), Pd2(dba)3 (0.81 g, 0.089 mmol), XantPhos (0.104 g, 0.179 mmol), Cs2CO3 (0.85 g, 2.6 mmol) and dioxane (4 mL). The mixture was degassed with N2 for 10 min. The resulting mixture was irradiated in a microwave reactor at 140° C. for 3 hours and then cooled to room temperature. The mixture was filtered through Celite and concentrated under reduced pres... The reactants are C12(CC3CC(CC(C1)C3)C2)S(=O)(=O)Cl (1-Adamantanesulfonyl chloride), N[C@@H]1CN(CC1)CCC1=CC=C(C=C1)F ((S)-3-amino-1-(2-(4-fluorophenyl)ethyl)pyrrolidine). Product: FC1=CC=C(C=C1)CCN1C[C@H](CC1)NS(=O)(=O)C12CC3CC(CC(C1)C3)C2 ((S)-N-(1-(2-(4-fluorophenyl)ethyl)pyrrolidin-3-yl)-1-adamantanesulfonamide). Reaction SMILES: [C:1]12([S:11](Cl)(=[O:13])=[O:12])[CH2:10][CH:5]3[CH2:6][CH:7]([CH2:9][CH:3]([CH2:4]3)[CH2:2]1)[CH2:8]2.[NH2:15][C@H:16]1[CH2:20][CH2:19][N:18]([CH2:21][CH2:22][C:23]2[CH:28]=[CH:27][C:26]([F:29])=[CH:25][CH:24]=2)[CH2:17]1>>[F:29][C:26]1[CH:27]=[CH:28][C:23]([CH2:22][CH2:21][N:18]2[CH2:19][CH2:20][C@H:16]([NH:15][S:11]([C:1]34[CH2:10][CH:5]5[CH2:6][CH:7]([CH2:9][CH:3]([CH2:4]5)[CH2:2]3)[CH2:8]4)(=[O:13])=[O:12])[CH2:17]2)=[CH:24][CH:25]=1. Reported procedure: 1-Adamantanesulfonyl chloride and (S)-3-amino-1-(2-(4-fluorophenyl)ethyl)pyrrolidine were reacted under the same conditions as in Example 53 to give (S)-N-(1-(2-(4-fluorophenyl)ethyl)pyrrolidin-3-yl)-1-adamantanesulfonamide. Reported procedure: A mixture of 2-(3-iodo-phenyl)-1,7,8,8-tetramethyl-1,2,4,5,6,7-hexahydro-4,7-methano-indazol-3-one (Example 23; 80 mg, 0.2 mmol), 2-methyl-phenyl-boronic acid (40 mg, 0.29 mmol), potassium carbonate (66 mg, 0.47 mmol) and [1,1′-bis(diphenylphosphino)ferrocene]dichloropalladium(II) (10 mg, 0.014 mmol) in dimethoxyethane (4 mL) was sealed under argon and heated at 80 degrees overnight and then at 90 degrees over the weekend. The reaction mixture was diluted with dichloromethane, filtered through a... The yield is 43.0%. RXN SMILES: I[C:2]1[CH:3]=[C:4]([N:8]2[C:16](=[O:17])[C:15]3[CH:14]4[C:18]([CH3:20])([CH3:19])[C:11]([CH3:21])([CH2:12][CH2:13]4)[C:10]=3[N:9]2[CH3:22])[CH:5]=[CH:6][CH:7]=1.[CH3:23][C:24]1[CH:29]=[CH:28][CH:27]=[CH:26][C:25]=1B(O)O.C(=O)([O-])[O-].[K+].[K+]>C(COC)OC.ClCCl.C1C=CC(P(C2C=CC=CC=2)[C-]2C=CC=C2)=CC=1.C1C=CC(P(C2C=CC=CC=2)[C-]2C=CC=C2)=CC=1.Cl[Pd]Cl.[Fe+2]>[CH3:22][N:9]1[C:10]2[C@@:11]3([CH3:21])[C:18]([CH3:20])([CH3:19])[C@H:14]([CH2:13][CH2:12]3)[C:15]=2[C:16](=[O:17])[N:8]1[C:4]1[CH:3]=[C:2]([C:25]2[CH:26]=[CH:27][CH:28]=[CH:29][C:24]=2[CH3:23])[CH:7]=[CH:6][CH:5]=1 |f:2.3.4,7.8.9.10|. Run in ClCCl (dichloromethane), C(OC)COC (dimethoxyethane). Product: CN1N(C(C=2[C@H]3CC[C@@](C12)(C3(C)C)C)=O)C=3C=C(C=CC3)C3=C(C=CC=C3)C ((4S,7R)-1,7,8,8-tetramethyl-2-(2′-methyl-biphenyl-3-yl)-1,2,4,5,6,7-hexahydro-4,7-methano-indazol-3-one). Reactants: IC=1C=C(C=CC1)N1N(C=2C3(CCC(C2C1=O)C3(C)C)C)C (2-(3-iodo-phenyl)-1,7,8,8-tetramethyl-1,2,4,5,6,7-hexahydro-4,7-methano-indazol-3-one), CC1=C(C=CC=C1)B(O)O (2-methyl-phenyl-boronic acid), C([O-])([O-])=O.[K+].[K+] (potassium carbonate). Reagents/catalysts: C1=CC=C(C=C1)P([C-]2C=CC=C2)C3=CC=CC=C3.C1=CC=C(C=C1)P([C-]2C=CC=C2)C3=CC=CC=C3.Cl[Pd]Cl.[Fe+2] ([1,1′-bis(diphenylphosphino)ferrocene]dichloropalladium(II)).